This data is from the Open Reaction Database (ORD), a public repository of structured organic reaction records. The task is: describe an organic reaction: reactants, conditions, products, and yield The reactants are N (ammonia), [Cl-].[NH4+] (ammonium chloride), C(C1=CC=CC=C1)(C1=CC=CC=C1)(C1=CC=CC=C1)N1C=NC(=C1C)CCl (1-trityl-4-chloromethyl-5-methylimidazole). Run in C1CCOC1 (THF). Run at temperature -78 celsius, time 48 hour. Yields the product C(C1=CC=CC=C1)(C1=CC=CC=C1)(C1=CC=CC=C1)N1C=NC(=C1C)CC(C1=CC=CC=C1)C1=CC=CC=C1 (1-trityl-4-(2,2-diphenylethyl)-5-methylimidazole). As a reaction SMILES: [C:1]([N:20]1[C:24]([CH3:25])=[C:23]([CH2:26]Cl)[N:22]=[CH:21]1)([C:14]1[CH:19]=[CH:18][CH:17]=[CH:16][CH:15]=1)([C:8]1[CH:13]=[CH:12][CH:11]=[CH:10][CH:9]=1)[C:2]1[CH:7]=[CH:6][CH:5]=[CH:4][CH:3]=1.N.[Cl-].[NH4+]>C1COCC1>[C:1]([N:20]1[C:24]([CH3:25])=[C:23]([CH2:26][CH:1]([C:2]2[CH:7]=[CH:6][CH:5]=[CH:4][CH:3]=2)[C:8]2[CH:13]=[CH:12][CH:11]=[CH:10][CH:9]=2)[N:22]=[CH:21]1)([C:14]1[CH:19]=[CH:18][CH:17]=[CH:16][CH:15]=1)([C:8]1[CH:13]=[CH:12][CH:11]=[CH:10][CH:9]=1)[C:2]1[CH:7]=[CH:6][CH:5]=[CH:4][CH:3]=1 |f:2.3|. Procedure details: Then it is cooled again to -78° C. and a solution of 1-trityl-4-chloromethyl-5-methylimidazole 3 in 10 ml of anhydrous THF is added thereto. After stirring for an hour at -78° C. the reaction mixture is kept at -20° C. for 48 hours. Then 30 ml of an aqueous 10% ammonia solution saturated with ammonium chloride are added and the mixture is extracted with ether. The organic phase is washed with water, dried over potassium carbonate and evaporated under reduced pressure. The residual oil is dispers...